Dataset: the Open Reaction Database (ORD), a public repository of structured organic reaction records. Task: describe an organic reaction: reactants, conditions, products, and yield Reactants: NC=1C=C2CC(CC2=CC1)NS(=O)(=O)C1=CC=C(C=C1)Cl (5-amino-2-(4-chlorophenyl)sulfonylaminoindan), C(O)([O-])=O.[Na+] (sodium hydrogen carbonate), BrCC(=O)OC (methyl bromoacetate), O (Water). Run in CN(P(N(C)C)(N(C)C)=O)C (hexamethylphosphoric triamide). Run at time 4 hour. Yields the product ClC1=CC=C(C=C1)S(=O)(=O)NC1CC2=CC=C(C=C2C1)NCC(=O)OC (methyl N-[2-(4-chlorophenyl)sulfonylaminoindan-5-yl]glycinate). Yield: 76.8%. RXN SMILES: [NH2:1][C:2]1[CH:3]=[C:4]2[C:8](=[CH:9][CH:10]=1)[CH2:7][CH:6]([NH:11][S:12]([C:15]1[CH:20]=[CH:19][C:18]([Cl:21])=[CH:17][CH:16]=1)(=[O:14])=[O:13])[CH2:5]2.C(=O)([O-])O.[Na+].Br[CH2:28][C:29]([O:31][CH3:32])=[O:30].O>CN(C)P(=O)(N(C)C)N(C)C>[Cl:21][C:18]1[CH:19]=[CH:20][C:15]([S:12]([NH:11][CH:6]2[CH2:5][C:4]3[C:8](=[CH:9][CH:10]=[C:2]([NH:1][CH2:28][C:29]([O:31][CH3:32])=[O:30])[CH:3]=3)[CH2:7]2)(=[O:14])=[O:13])=[CH:16][CH:17]=1 |f:1.2|. Procedure details: Into a solution of 0.5 g of 5-amino-2-(4-chlorophenyl)sulfonylaminoindan in 5 ml of hexamethylphosphoric triamide are added 0.2 g of sodium hydrogen carbonate and 0.25 g of methyl bromoacetate at 5 to 10° C., and the mixture is stirred at the same temperature for 4 hours. Water is added to the reaction mixture, followed by extraction with ethyl acetate. The extract is washed, dried and the solvent is evaporated. The residue is purified by separation through silica gel column chromatography (elua... Procedure details: Meldrum's acid (5.29 g, 36.7 mmol) was added to methyl orthoformate (31 ml), and the mixture was stirred for 2 hours while heating under reflux. The resulting mixture was cooled to 50° C., and 5-fluoro-2-propoxyaniline (4.28 g, 25.3 mmol) and methyl orthoformate (3 ml) were added thereto. The resulting mixture was stirred for 6 hours while heating under reflux. The resulting reaction mixture was then cooled to room temperature, and concentrated under reduced pressure. The residue was recrystalli... Reactants: CC1(OC(=O)CC(=O)O1)C (Meldrum's acid), C(OC)([O-])[O-] (methyl orthoformate), FC=1C=CC(=C(N)C1)OCCC (5-fluoro-2-propoxyaniline), C(OC)([O-])[O-] (methyl orthoformate). The yield is 93.0%. RXN SMILES: [CH3:1][C:2]1([CH3:10])[O:9][C:7](=[O:8])[CH2:6][C:4](=[O:5])[O:3]1.[CH:11]([O-])([O-])OC.[F:16][C:17]1[CH:18]=[CH:19][C:20]([O:24][CH2:25][CH2:26][CH3:27])=[C:21]([CH:23]=1)[NH2:22]>>[F:16][C:17]1[CH:18]=[CH:19][C:20]([O:24][CH2:25][CH2:26][CH3:27])=[C:21]([NH:22][CH:11]=[C:6]2[C:7](=[O:8])[O:9][C:2]([CH3:10])([CH3:1])[O:3][C:4]2=[O:5])[CH:23]=1. Run at temperature 50 celsius, time 2 hour. Product: FC=1C=CC(=C(C1)NC=C1C(OC(OC1=O)(C)C)=O)OCCC (5-[(5-fluoro-2-propoxyphenylamino)methylene]-2,2-dimethyl-[1,3]dioxane-4,6-dione). The reactants are O (Water), ice, C1(=CC=C(C=C1)S(=O)(=O)Cl)C (4-toluenesulfonyl chloride), C(C)C(C#CCO)(CC)O (4-ethylhex-2-yn-1,4-diol), [OH-].[K+] (potassium hydroxide). The solvent is CCOCC (ether). Product: C(C)C(CC)(C#CCOS(=O)(=O)C1=CC=C(C=C1)C)O (3-Ethyl-6-(4-toluenesulfonyloxy)-hex-4-yn-3-ol). The yield is 78.0%. Reaction SMILES: [C:1]1([CH3:11])[CH:6]=[CH:5][C:4]([S:7](Cl)(=[O:9])=[O:8])=[CH:3][CH:2]=1.[CH2:12]([C:14]([OH:21])([CH2:19][CH3:20])[C:15]#[C:16][CH2:17][OH:18])[CH3:13].[OH-].[K+].O>CCOCC>[CH2:12]([C:14]([OH:21])([C:15]#[C:16][CH2:17][O:18][S:7]([C:4]1[CH:5]=[CH:6][C:1]([CH3:11])=[CH:2][CH:3]=1)(=[O:9])=[O:8])[CH2:19][CH3:20])[CH3:13] |f:2.3|. Reported procedure: An ice-cold solution of 4-toluenesulfonyl chloride (6.4 g) and 4-ethylhex-2-yn-1,4-diol (McLamore, W. M. et al., J. Org. Chem., 19, 570-574 (1954) and Gouge, M., Ann. Chim., 6, 648-702 (1951)) (4.0 g) in ether (40 ml) was stirred with powdered potassium hydroxide (15 g) for 2 h. Water was added and the mixture was extracted with ether (2×250 ml). Work-up with chromatography using ether/pentane 1:1 (v/v) gave the title compound (6.5 g). 1H NMR: 0.91 (t, 6H), 1.55 (q, 4H), 1.83 (s, 1H), 2.45 (s, 2... The reactants are C(C(=O)O)(=O)O (oxalic acid), C(C1=CC=CC=C1)OC1=C(C(=O)OC)C=C(C=C1)C(C(O)OCC)=O (methyl 2-benzyloxy-5-(2-ethoxy-2-hydroxy-acetyl)-benzoate), CC(CCN1N=CN=C1)(C)N (1,1-dimethyl-3-[1,2,4]triazol-1-yl-propylamine), crude product. Solvent: C(C)O (ethanol). The product is C(C1=CC=CC=C1)OC1=C(C(=O)OC)C=C(C=C1)C(CNC(CCN1N=CN=C1)(C)C)O (methyl 2-benzyloxy-5-[2-[1,1-dimethyl-3-[1,2,4]triazol-1-yl-propylamino]-1-hydroxy-ethyl]-benzoate). Reaction SMILES: [CH2:1]([O:8][C:9]1[CH:18]=[CH:17][C:16]([C:19](=[O:25])[CH:20](OCC)O)=[CH:15][C:10]=1[C:11]([O:13][CH3:14])=[O:12])[C:2]1[CH:7]=[CH:6][CH:5]=[CH:4][CH:3]=1.[CH3:26][C:27]([NH2:36])([CH3:35])[CH2:28][CH2:29][N:30]1[CH:34]=[N:33][CH:32]=[N:31]1.C(O)(=O)C(O)=O>C(O)C>[CH2:1]([O:8][C:9]1[CH:18]=[CH:17][C:16]([CH:19]([OH:25])[CH2:20][NH:36][C:27]([CH3:35])([CH3:26])[CH2:28][CH2:29][N:30]2[CH:34]=[N:33][CH:32]=[N:31]2)=[CH:15][C:10]=1[C:11]([O:13][CH3:14])=[O:12])[C:2]1[CH:3]=[CH:4][CH:5]=[CH:6][CH:7]=1. Reported procedure: 9.5 g of methyl 2-benzyloxy-5-(2-ethoxy-2-hydroxy-acetyl)-benzoate and 3.1 g of 1,1-dimethyl-3-[1,2,4]triazol-1-yl-propylamine are reacted and worked up analogously to the method described for Example 2a. The crude product is dissolved in 100 mL 95% ethanol and combined with an ethanolic solution of 1.8 g of oxalic acid. After the addition of a crystallisation aid the precipitated product is separated off and washed. Yield: 8 g (64%, bisoxalate), m.p.=220-222° C. Starting materials: N(=NC(=O)OCC)C(=O)OCC (diethyl azodicarboxylate), C(C)OC(=O)N1C[C@H]([C@@H](CC1)O)C1=CC=CC=C1 (trans-1-ethoxycarbonyl-3-phenyl-4-piperidinol), C1(=CC=CC=C1)P(C1=CC=CC=C1)C1=CC=CC=C1 (triphenylphosphine), C1=CC(=CC=C1O)C (p-cresol). Solvent: C1=CC=CC=C1 (benzene), C1=CC=CC=C1 (benzene). Conditions: time 8 hour. Product: C(C)OC(=O)N1C[C@H]([C@H](CC1)OC1=CC=C(C=C1)C)C1=CC=CC=C1 (Cis-1-ethoxycarbonyl-3-phenyl-4-(4-tolyloxy)piperidine). As a reaction SMILES: [CH2:1]([O:3][C:4]([N:6]1[CH2:11][CH2:10][C@@H:9]([OH:12])[C@H:8]([C:13]2[CH:18]=[CH:17][CH:16]=[CH:15][CH:14]=2)[CH2:7]1)=[O:5])[CH3:2].C1(P(C2C=CC=CC=2)C2C=CC=CC=2)C=CC=CC=1.[CH:38]1[C:43](O)=[CH:42][CH:41]=[C:40]([CH3:45])[CH:39]=1.N(C(OCC)=O)=NC(OCC)=O>C1C=CC=CC=1>[CH2:1]([O:3][C:4]([N:6]1[CH2:11][CH2:10][C@H:9]([O:12][C:43]2[CH:42]=[CH:41][C:40]([CH3:45])=[CH:39][CH:38]=2)[C@H:8]([C:13]2[CH:14]=[CH:15][CH:16]=[CH:17][CH:18]=2)[CH2:7]1)=[O:5])[CH3:2]. Procedure details: To a stirred mixture of 6.23 g of trans-1-ethoxycarbonyl-3-phenyl-4-piperidinol, 7.21 g of triphenylphosphine, 2.97 g of p-cresol and 250 ml of benzene is added dropwise, at 50° C. under nitrogen, a solution of 4.79 g of diethyl azodicarboxylate in 250 ml of benzene. After the addition is complete, the mixture is stirred overnight at room temperature. The reaction mixture is processed according to the procedure of Example 75 to give the product as a gum. The reactants are CCCCCCCCCCCCCCCCNc1ccc(C(=O)O)cc1, CCO, CN(C)P(=O)(N(C)C)N(C)C, OCC(O)CCl, [H-], [Na+]. The product is CCCCCCCCCCCCCCCCNc1ccc(C(=O)OCC(O)CO)cc1. Reaction SMILES: [CH2:1]([CH2:2][CH2:3][CH2:4][CH2:5][CH2:6][CH2:7][CH2:8][CH2:9][CH2:10][CH2:11][CH2:12][CH2:13][CH2:14][CH2:15][CH3:16])[NH:17][c:18]1[cH:19][cH:20][c:21]([C:22](=[O:23])[OH:24])[cH:25][cH:26]1.[CH3:35][CH2:36][OH:37].[CH3:38][N:39]([P:40]([N:41]([CH3:42])[CH3:43])([N:44]([CH3:45])[CH3:46])=[O:47])[CH3:48].[Cl:29][CH2:30][CH:31]([CH2:32][OH:33])[OH:34].[H-:27].[Na+:28]>>[CH2:1]([CH2:2][CH2:3][CH2:4][CH2:5][CH2:6][CH2:7][CH2:8][CH2:9][CH2:10][CH2:11][CH2:12][CH2:13][CH2:14][CH2:15][CH3:16])[NH:17][c:18]1[cH:19][cH:20][c:21]([C:22](=[O:23])[O:24][CH2:30][CH:31]([CH2:32][OH:33])[OH:34])[cH:25][cH:26]1. The reactants are COc1c(F)cc(C=O)c(F)c1Br, O=C([O-])[O-], Cc1cc2c(cc1B1OC(C)(C)C(C)(C)O1)N(C)C(=O)CC2(C)C, Cc1ccccc1, CCO, CCOC(C)=O, [K+], [K+], O, c1ccc(P(c2ccccc2)(c2ccccc2)[Pd](P(c2ccccc2)(c2ccccc2)c2ccccc2)(P(c2ccccc2)(c2ccccc2)c2ccccc2)P(c2ccccc2)(c2ccccc2)c2ccccc2)cc1. The product is COc1c(F)cc(C=O)c(F)c1-c1cc2c(cc1C)C(C)(C)CC(=O)N2C. Reaction SMILES: [Br:25][c:26]1[c:27]([F:37])[c:28]([CH:29]=[O:30])[cH:31][c:32]([F:36])[c:33]1[O:34][CH3:35].[C:38](=[O:39])([O-:40])[O-:41].[CH3:1][N:2]1[C:3](=[O:24])[CH2:4][C:5]([CH3:22])([CH3:23])[c:6]2[cH:7][c:8]([CH3:21])[c:9]([B:12]3[O:13][C:14]([CH3:15])([CH3:16])[C:17]([CH3:18])([CH3:19])[O:20]3)[cH:10][c:11]21.[CH3:44][c:45]1[cH:46][cH:47][cH:48][cH:49][cH:50]1.[CH3:51][CH2:52][OH:53].[CH3:55][CH2:56][O:57][C:58](=[O:59])[CH3:60].[K+:42].[K+:43].[OH2:54].[cH:61]1[cH:62][cH:63][c:64]([P:65]([Pd:66]([P:67]([c:68]2[cH:69][cH:70][cH:71][cH:72][cH:73]2)([c:74]2[cH:75][cH:76][cH:77][cH:78][cH:79]2)[c:80]2[cH:81][cH:82][cH:83][cH:84][cH:85]2)([P:86]([c:87]2[cH:88][cH:89][cH:90][cH:91][cH:92]2)([c:93]2[cH:94][cH:95][cH:96][cH:97][cH:98]2)[c:99]2[cH:100][cH:101][cH:102][cH:103][cH:104]2)[P:105]([c:106]2[cH:107][cH:108][cH:109][cH:110][cH:111]2)([c:112]2[cH:113][cH:114][cH:115][cH:116][cH:117]2)[c:118]2[cH:119][cH:120][cH:121][cH:122][cH:123]2)([c:124]2[cH:125][cH:126][cH:127][cH:128][cH:129]2)[c:130]2[cH:131][cH:132][cH:133][cH:134][cH:135]2)[cH:136][cH:137]1>>[CH3:1][N:2]1[C:3](=[O:24])[CH2:4][C:5]([CH3:22])([CH3:23])[c:6]2[cH:7][c:8]([CH3:21])[c:9](-[c:26]3[c:27]([F:37])[c:28]([CH:29]=[O:30])[cH:31][c:32]([F:36])[c:33]3[O:34][CH3:35])[cH:10][c:11]21. Reactants: Cl, O=C(O)c1cc(C(F)(F)F)cnc1Oc1ccc(F)cc1, COC(=O)c1ccc(CN)cc1. The product is COC(=O)c1ccc(CNC(=O)c2cc(C(F)(F)F)cnc2Oc2ccc(F)cc2)cc1. RXN SMILES: [ClH:22].[F:1][c:2]1[cH:3][cH:4][c:5]([O:6][c:7]2[c:8]([C:9](=[O:10])[OH:11])[cH:12][c:13]([C:16]([F:17])([F:18])[F:19])[cH:14][n:15]2)[cH:20][cH:21]1.[NH2:23][CH2:24][c:25]1[cH:26][cH:27][c:28]([C:29](=[O:30])[O:31][CH3:32])[cH:33][cH:34]1>>[F:1][c:2]1[cH:3][cH:4][c:5]([O:6][c:7]2[c:8]([C:9](=[O:10])[NH:23][CH2:24][c:25]3[cH:26][cH:27][c:28]([C:29](=[O:30])[O:31][CH3:32])[cH:33][cH:34]3)[cH:12][c:13]([C:16]([F:17])([F:18])[F:19])[cH:14][n:15]2)[cH:20][cH:21]1.